The task is: describe an organic reaction: reactants, conditions, products, and yield. This data is from the Open Reaction Database (ORD), a public repository of structured organic reaction records. Reactants: ClC1=NC(=CC=C1C(=O)C1=C(C=CC=C1)OC)Cl ((2,6-Dichloro-pyridin-3-yl)-(2-methoxy-phenyl)-methanone), [OH-].[NH4+] (ammonium hydroxide), O (water), C(C)(=O)OCC (ethyl acetate). Solvent: O1CCOCC1 (1,4-dioxane). Conditions: temperature 150 celsius. Yields the product NC1=NC(=CC=C1C(=O)C1=C(C=CC=C1)OC)Cl ((2-Amino-6-chloro-pyridin-3-yl)-(2-methoxy-phenyl)-methanone). Isolated yield 50.7%. As a reaction SMILES: Cl[C:2]1[C:7]([C:8]([C:10]2[CH:15]=[CH:14][CH:13]=[CH:12][C:11]=2[O:16][CH3:17])=[O:9])=[CH:6][CH:5]=[C:4]([Cl:18])[N:3]=1.[OH-].[NH4+:20].O.C(OCC)(=O)C>O1CCOCC1>[NH2:20][C:2]1[C:7]([C:8]([C:10]2[CH:15]=[CH:14][CH:13]=[CH:12][C:11]=2[O:16][CH3:17])=[O:9])=[CH:6][CH:5]=[C:4]([Cl:18])[N:3]=1 |f:1.2|. Procedure details: A solution of (2,6-Dichloro-pyridin-3-yl)-(2-methoxy-phenyl)-methanone (50.3 mg, 0.178 mmol, Example 4) in 1,4-dioxane (2 mL) was treated with concentrated ammonium hydroxide (0.24 mL, 29.4%) and heated to 150° C. in the microwave for 3 hrs. The resulting mixture was treated with water and ethyl acetate, washed with saturated sodium chloride, dried over sodium sulfate and evaporated in vacuo. The residue was purified on silica gel with hexanes/ethyl acetate to give (2-Amino-6-chloro-pyridin-3-yl... Reactants: CCCCC=CCC(=O)O, CCCOCCCCCc1ccc(-c2ncc(O)cn2)cc1, CN(C)c1ccncc1, C(=NC1CCCCC1)=NC1CCCCC1, ClCCl. Product: CCCCC=CCC(=O)Oc1cnc(-c2ccc(CCCCCOCCC)cc2)nc1. Reaction SMILES: [C:38]([CH2:39][CH:40]=[CH:41][CH2:42][CH2:43][CH2:44][CH3:45])(=[O:46])[OH:47].[CH2:16]([CH2:17][CH3:18])[O:19][CH2:20][CH2:21][CH2:22][CH2:23][CH2:24][c:25]1[cH:26][cH:27][c:28](-[c:31]2[n:32][cH:33][c:34]([OH:37])[cH:35][n:36]2)[cH:29][cH:30]1.[CH3:48][N:49]([CH3:50])[c:51]1[cH:52][cH:53][n:54][cH:55][cH:56]1.[CH:1]1([N:2]=[C:3]=[N:4][CH:5]2[CH2:6][CH2:7][CH2:8][CH2:9][CH2:10]2)[CH2:11][CH2:12][CH2:13][CH2:14][CH2:15]1.[Cl:57][CH2:58][Cl:59]>>[CH2:16]([CH2:17][CH3:18])[O:19][CH2:20][CH2:21][CH2:22][CH2:23][CH2:24][c:25]1[cH:26][cH:27][c:28](-[c:31]2[n:32][cH:33][c:34]([O:37][C:38]([CH2:39][CH:40]=[CH:41][CH2:42][CH2:43][CH2:44][CH3:45])=[O:46])[cH:35][n:36]2)[cH:29][cH:30]1. Starting materials: O=C1C2=CC=CC=C2CC12OC2C2=CC=C(C(=O)O)C=C2 (4-(1-Oxospiro[indan-2,2′-oxiran]-3′-yl)benzoic acid), O.NN (hydrazine hydrate). The reagents and catalysts are C(C)(=O)O (acetic acid). The solvent is CO (methanol). The product is N1N=C(C2=C1C1=CC=CC=C1C2)C2=CC=C(C(=O)O)C=C2 (4-(1,4-dihydroindeno[1,2-c]pyrazol-3-yl)benzoic acid). RXN SMILES: O=[C:2]1[C:10]2([CH:12]([C:13]3[CH:21]=[CH:20][C:16]([C:17]([OH:19])=[O:18])=[CH:15][CH:14]=3)O2)[CH2:9][C:8]2[C:3]1=[CH:4][CH:5]=[CH:6][CH:7]=2.O.[NH2:23][NH2:24]>C(O)(=O)C.CO>[NH:23]1[C:2]2[C:3]3[C:8]([CH2:9][C:10]=2[C:12]([C:13]2[CH:21]=[CH:20][C:16]([C:17]([OH:19])=[O:18])=[CH:15][CH:14]=2)=[N:24]1)=[CH:7][CH:6]=[CH:5][CH:4]=3 |f:1.2|. Procedure details: 4-(1-Oxospiro[indan-2,2′-oxiran]-3′-yl)benzoic acid from part b) (780 mg), methanol (50 ml), hydrazine hydrate (0.18 ml) and glacial acetic acid (6 drops) were boiled under reflux for 24 hours. The mixture was cooled in ice and filtered to give 4-(1,4-dihydroindeno[1,2-c]pyrazol-3-yl)benzoic acid, m.p. >320° C. Reactants: C=O (paraformaldehyde), solution, C(CCC)[Li] (n-butyl lithium), ClC1=CC=C(C=C1)C=1OC=CN1 (2-(4-chlorophenyl)oxazole), [Cl-].[NH4+] (ammonium chloride). Run in O1CCCC1 (tetrahydrofuran), CCCCCC (hexane), O1CCCC1 (tetrahydrofuran). Run at temperature -60 celsius, time 1.5 hour. Product: ClC1=CC=C(C=C1)C=1OC(=CN1)CO (2-(4-chlorophenyl)-5-oxazolemethanol). Yield: 60.7%. RXN SMILES: C([Li])CCC.[Cl:6][C:7]1[CH:12]=[CH:11][C:10]([C:13]2[O:14][CH:15]=[CH:16][N:17]=2)=[CH:9][CH:8]=1.[CH2:18]=[O:19].[Cl-].[NH4+]>CCCCCC.O1CCCC1>[Cl:6][C:7]1[CH:8]=[CH:9][C:10]([C:13]2[O:14][C:15]([CH2:18][OH:19])=[CH:16][N:17]=2)=[CH:11][CH:12]=1 |f:3.4|. Procedure details: 13.8 ml of a 2.42M (33.4 mmol) solution of n-butyl lithium in hexane were added dropwise during 5 minutes to a stirred solution of 6 g (33.4 mmol) of 2-(4-chlorophenyl)oxazole in 60 ml of dry tetrahydrofuran maintained at -60° C. under an argon atmosphere. The suspension was allowed to warm to -40° C. during 30 minutes and 6.9 g (230 mmol) of paraformaldehyde were added to a slurry in 15 ml of dry tetrahydrofuran. The mixture was allowed to attain room temperature during 1.5 hours and was stirre... Starting materials: COC(=O)C=Cc1cc(O)cc2cc(-c3ccc(O)cc3)oc12, CO. Product: COC(=O)CCc1cc(O)cc2cc(-c3ccc(O)cc3)oc12. Reaction SMILES: [CH3:1][O:2][C:3]([CH:4]=[CH:5][c:6]1[cH:7][c:8]([OH:22])[cH:9][c:10]2[cH:11][c:12](-[c:15]3[cH:16][cH:17][c:18]([OH:21])[cH:19][cH:20]3)[o:13][c:14]12)=[O:23].[CH3:24][OH:25]>>[CH3:1][O:2][C:3]([CH2:4][CH2:5][c:6]1[cH:7][c:8]([OH:22])[cH:9][c:10]2[cH:11][c:12](-[c:15]3[cH:16][cH:17][c:18]([OH:21])[cH:19][cH:20]3)[o:13][c:14]12)=[O:23]. Reactants: [BH4-], CCOC(C)=O, CC(C)(C)O, Nc1ncc(Br)cc1[N+](=O)[O-], [Na+], O, O, Cl[Sn]Cl. Product: Nc1cc(Br)cnc1N. As a reaction SMILES: [BH4-:17].[CH3:19][CH2:20][O:21][C:22](=[O:23])[CH3:24].[CH3:25][C:26]([OH:27])([CH3:28])[CH3:29].[NH2:1][c:2]1[n:3][cH:4][c:5]([Br:11])[cH:6][c:7]1[N+:8]([O-:9])=[O:10].[Na+:18].[OH2:12].[OH2:13].[Sn:14]([Cl:15])[Cl:16]>>[NH2:1][c:2]1[n:3][cH:4][c:5]([Br:11])[cH:6][c:7]1[NH2:8].